This data is from the Open Reaction Database (ORD), a public repository of structured organic reaction records. The task is: describe an organic reaction: reactants, conditions, products, and yield Starting materials: CO, O=C(O)c1ccc(F)c(O)c1, O=S(Cl)Cl. The product is COC(=O)c1ccc(F)c(O)c1. Reaction SMILES: [CH3:16][OH:17].[F:1][c:2]1[c:3]([OH:11])[cH:4][c:5]([C:6](=[O:7])[OH:8])[cH:9][cH:10]1.[S:12]([Cl:13])([Cl:14])=[O:15]>>[F:1][c:2]1[c:3]([OH:11])[cH:4][c:5]([C:6]([O:7][CH3:16])=[O:8])[cH:9][cH:10]1. Starting materials: OC1=C(C=C(C(=O)OC)C=C1)[N+](=O)[O-] (Methyl 4-hydroxy-3-nitrobenzoate), C[C@H](CCCCCC)O ((R)-2-octanol), [N+](=O)([O-])C1=C(C=CC=C1)O (o-nitrophenol). Yields the product COC(C1=CC(=C(C=C1)O[C@H](CCCCCC)C)[N+](=O)[O-])=O ((S)-methyl-4-(1-methyheptyloxy)-3-nitrobenzoate). As a reaction SMILES: [OH:1][C:2]1[CH:11]=[CH:10][C:5]([C:6]([O:8][CH3:9])=[O:7])=[CH:4][C:3]=1[N+:12]([O-:14])=[O:13].[CH3:15][C@@H:16](O)[CH2:17][CH2:18][CH2:19][CH2:20][CH2:21][CH3:22].[N+](C1C=CC=CC=1O)([O-])=O>>[CH3:9][O:8][C:6](=[O:7])[C:5]1[CH:10]=[CH:11][C:2]([O:1][C@@H:16]([CH3:15])[CH2:17][CH2:18][CH2:19][CH2:20][CH2:21][CH3:22])=[C:3]([N+:12]([O-:14])=[O:13])[CH:4]=1. Procedure: Methyl 4-hydroxy-3-nitrobenzoate was coupled with (R)-2-octanol using the same procedure as that given for alkylation of phenol 9, Scheme I, to give (S)-methyl-4-(1-methyheptyloxy)-3-nitrobenzoate (Compound 23, Scheme IV, R1 =(S)--OCH(CH3)C6H13). The product was purified by flash chromatography with hexanes/ethyl acetate (95/5) as eluent affording a yellow liquid, Rf [hexanes/ethyl acetate 95/5]: 0.25; 1H-NMR (300 MHz, CDCl3): δ0.82 (t, 3H, J =7.1 Hz); 1.14-1.50 (m, 8H); 1.34(d, 3H, J=6.1 Hz); 1... The reactants are OCC1=CSC2=C1N=CN=C2 (7-hydroxymethyl-thieno[3,2-d]pyrimidine). Reagents/catalysts: O=[Mn]=O (MnO2). Solvent: ClCCl (dichloromethane). Conditions: time 2 hour. The product is N1=CN=CC2=C1C(=CS2)C=O (thieno[3,2-d]pyrimidine-7-carboaldehyde). Isolated yield 31.2%. Reaction SMILES: [OH:1][CH2:2][C:3]1[C:7]2[N:8]=[CH:9][N:10]=[CH:11][C:6]=2[S:5][CH:4]=1>ClCCl.O=[Mn]=O>[N:8]1[C:7]2[C:3]([CH:2]=[O:1])=[CH:4][S:5][C:6]=2[CH:11]=[N:10][CH:9]=1. Procedure details: 7-hydroxymethyl-thieno[3,2-d]pyrimidine (250 mg, 1.56 mmol) was dissolved in dichloromethane (10 mL), added with MnO2 (1.36 g, 15.60 mmol), followed by stirring for 2 hours. The reaction mixture was filtered through a Celite pad under reduced pressure, and concentrated to obtain the title compound (80 mg, 30%). Reactants: ClC=1C=C(C=NC1Cl)NCC(OC)OC ((5,6-dichloro-pyridin-3-yl)-(2,2-dimethoxy-ethyl)-amine), C(C=C)Br (allyl bromide). The reagents and catalysts are [Cl-].C[N+](CCCC)(CCCC)CCCC (methyl tributyl ammonium chloride). The solvent is C(C)(C)(C)OC (methyl tert-butyl ether), [OH-].[Na+] (sodium hydroxide). Yields the product C(C=C)N(CC(OC)OC)C=1C=NC(=C(C1)Cl)Cl (allyl-(5,6-dichloro-pyridin-3-yl)-(2,2-dimethoxy-ethyl)amine). As a reaction SMILES: [Cl:1][C:2]1[CH:3]=[C:4]([NH:9][CH2:10][CH:11]([O:14][CH3:15])[O:12][CH3:13])[CH:5]=[N:6][C:7]=1[Cl:8].[CH2:16](Br)[CH:17]=[CH2:18]>[Cl-].C[N+](CCCC)(CCCC)CCCC.C(OC)(C)(C)C.[OH-].[Na+]>[CH2:18]([N:9]([C:4]1[CH:5]=[N:6][C:7]([Cl:8])=[C:2]([Cl:1])[CH:3]=1)[CH2:10][CH:11]([O:14][CH3:15])[O:12][CH3:13])[CH:17]=[CH2:16] |f:2.3,5.6|. Procedure: As shown in Scheme 1, the sequential treatment of 2-hydroxy-5-nitropyridine with potassium chlorate under heated conditions provides 3-chloro-2-hydroxy-5-nitropyridine which when further treated with phosphorous oxychloride under heated conditions provides 2,3-dichloro-5-nitropyridine. The nitro containing compound when treated to the reductive conditions of Raney-nickel and 40 PSI of hydrogen provides the amine which when further treated with glyoxal-1,2-dimethyl acetal in the presence of Raney... Starting materials: CO (MeOH), [H-].[Na+] (Sodium hydride), NC1=CC=C(C(=O)OC)C=C1 (methyl 4-aminobenzoate), C1(=CC=CC=C1)CCCCCO (5-phenyl pentanol). Run in C1(=CC=CC=C1)C (PhMe). The product is CC(CCOC(C1=CC=C(C=C1)N)=O)CCC1=CC=CC=C1 ((3-methyl-5-phenyl-pentyl)-4-aminobenzoate). The yield is 25.0%. Reaction SMILES: [H-].[Na+].[NH2:3][C:4]1[CH:13]=[CH:12][C:7]([C:8]([O:10][CH3:11])=[O:9])=[CH:6][CH:5]=1.[C:14]1([CH2:20][CH2:21][CH2:22][CH2:23]CO)[CH:19]=[CH:18][CH:17]=[CH:16][CH:15]=1.[CH3:26]O>C1(C)C=CC=CC=1>[CH3:26][CH:22]([CH2:21][CH2:20][C:14]1[CH:15]=[CH:16][CH:17]=[CH:18][CH:19]=1)[CH2:23][CH2:11][O:10][C:8](=[O:9])[C:7]1[CH:6]=[CH:5][C:4]([NH2:3])=[CH:13][CH:12]=1 |f:0.1|. Procedure: Sodium hydride (600 mg, cat. 60% disp in oil) was added to a suspension of methyl 4-aminobenzoate (30 g, 19 mmol), 3-methyl, 5-phenyl pentanol (36 g, 20 mmol) in PhMe (100 mL). The suspension was heated under reflux for 24 hours with the azeotropic removal of MeOH. The mixture was cooled and filtered through a plug of silica (400 mL) with cyclohexane:isopropanol (95:5) as eluant to give the ester as a pale yellow oil (15 g, 25%) which slowly crystallized. The reactants are NC=1C=CC(=C(C1)CN(C(=O)C(C1=CC(=C(C=C1)[C@@H](C(F)F)CO)C)NC=1C=C2C=CN=C(C2=CC1)N(C(OC(C)(C)C)=O)C(=O)OC(C)(C)C)C)S(=O)(=O)C1CC1 (tert-Butyl N-(6-{[({[5-amino-2-(cyclopropanesulfonyl)phenyl]methyl}(methyl)carbamoyl)({4-[(2R)-1,1-difluoro-3-hydroxypropan-2-yl]-3-methylphenyl})methyl]amino}isoquinolin-1-yl)-N-[(tert-butoxy)carbonyl]carbamate), C(=O)(Cl)Cl (phosgene), TEA. Run in C(C)#N (acetonitrile), ClCCl (dichloromethane), ClCCl (dichloromethane). Conditions: temperature 0 celsius, time 30 minute. Product: C(C)(C)(C)OC(=O)N(C(OC(C)(C)C)=O)C1=NC=CC2=CC(=CC=C12)N[C@@H]1C2=CC(=C([C@H](COC(NC=3C=CC(=C(CN(C1=O)C)C3)S(=O)(=O)C3CC3)=O)C(F)F)C=C2)C (tert-Butyl N-[(tert-butoxy)carbonyl]-N-(6-{[(2R,15R)-7-(cyclopropanesulfonyl)-15-(difluoromethyl)-4,17-dimethyl-3,12-dioxo-13-oxa-4,11-diazatricyclo[14.2.2.16,10]henicosa-1(18),6,8,10 (21),16,19-hexaen-2-yl]amino}isoquinolin-1-yl)carbamate). The yield is 22.9%. Reaction SMILES: [NH2:1][C:2]1[CH:3]=[CH:4][C:5]([S:53]([CH:56]2[CH2:58][CH2:57]2)(=[O:55])=[O:54])=[C:6]([CH2:8][N:9]([CH3:52])[C:10]([CH:12]([NH:26][C:27]2[CH:28]=[C:29]3[C:34](=[CH:35][CH:36]=2)[C:33]([N:37]([C:45]([O:47][C:48]([CH3:51])([CH3:50])[CH3:49])=[O:46])[C:38](=[O:44])[O:39][C:40]([CH3:43])([CH3:42])[CH3:41])=[N:32][CH:31]=[CH:30]3)[C:13]2[CH:18]=[CH:17][C:16]([C@H:19]([CH2:23][OH:24])[CH:20]([F:22])[F:21])=[C:15]([CH3:25])[CH:14]=2)=[O:11])[CH:7]=1.[C:59](Cl)(Cl)=[O:60]>C(#N)C.ClCCl>[C:40]([O:39][C:38]([N:37]([C:33]1[C:34]2[C:29](=[CH:28][C:27]([NH:26][C@H:12]3[C:10](=[O:11])[N:9]([CH3:52])[CH2:8][C:6]4[CH:7]=[C:2]([CH:3]=[CH:4][C:5]=4[S:53]([CH:56]4[CH2:57][CH2:58]4)(=[O:54])=[O:55])[NH:1][C:59](=[O:60])[O:24][CH2:23][C@H:19]([CH:20]([F:21])[F:22])[C:16]4[CH:17]=[CH:18][C:13]3=[CH:14][C:15]=4[CH3:25])=[CH:36][CH:35]=2)[CH:30]=[CH:31][N:32]=1)[C:45](=[O:46])[O:47][C:48]([CH3:49])([CH3:50])[CH3:51])=[O:44])([CH3:43])([CH3:42])[CH3:41]. Reported procedure: To a solution of 16K (0.144 g, 0.175 mmol) in acetonitrile (5 mL) and dichloromethane (2.5 mL) at 0° C. was added phosgene solution (20% in toluene, 0.101 mL, 0.192 mmol) dropwise. The mixture was stirred at 0° C. for 30 min. Extra phosgene was removed by bubbling Ar for 20 min. The resulting solution was added dropwise via syringe pump into a solution of TEA (0.195 mL, 1.398 mmol) in dichloromethane (60 mL) at rt over 3.0 h. The reaction mixture was stirred at rt over night. The solvent was rem... Reactants: CN1CCN(CC1)C1=CC=C(C=C1)NC1=NN2C(C=N1)=CC=C2C2=CC=C(O2)C=O (5-{2-[4-(4-Methyl-piperazin-1-yl)-phenylamino]-pyrrolo[2,1-f][1,2,4]triazin-7-yl}-furan-2-carbaldehyde), C(C)(=O)O[BH-](OC(C)=O)OC(C)=O.[Na+] (Sodium triacetoxyborohydride), CS(=O)(=O)CCN (2-Methanesulfonyl-ethylamine), Cl (hydrochloride), C(C)(=O)O (Acetic acid). The solvent is ClCCCl (1,2-Dichloroethane). Conditions: temperature 45 celsius, time 3 hour. Product: CS(=O)(=O)CCNCC1=CC=C(O1)C1=CC=C2C=NC(=NN21)NC2=CC=C(C=C2)N2CCN(CC2)C ((7-{5-[(2-Methanesulfonyl-ethylamino)-methyl]-furan-2-yl}-pyrrolo[2,1-f][1,2,4]triazin-2-yl)-[4-(4-methyl-piperazin-1-yl)-phenyl]-amine). Isolated yield 36.0%. RXN SMILES: [CH3:1][N:2]1[CH2:7][CH2:6][N:5]([C:8]2[CH:13]=[CH:12][C:11]([NH:14][C:15]3[N:20]=[CH:19][C:18]4=[CH:21][CH:22]=[C:23]([C:24]5[O:28][C:27]([CH:29]=O)=[CH:26][CH:25]=5)[N:17]4[N:16]=3)=[CH:10][CH:9]=2)[CH2:4][CH2:3]1.[CH3:31][S:32]([CH2:35][CH2:36][NH2:37])(=[O:34])=[O:33].Cl.C(O)(=O)C.C(O[BH-](OC(=O)C)OC(=O)C)(=O)C.[Na+]>ClCCCl>[CH3:31][S:32]([CH2:35][CH2:36][NH:37][CH2:29][C:27]1[O:28][C:24]([C:23]2[N:17]3[C:18]([CH:19]=[N:20][C:15]([NH:14][C:11]4[CH:12]=[CH:13][C:8]([N:5]5[CH2:6][CH2:7][N:2]([CH3:1])[CH2:3][CH2:4]5)=[CH:9][CH:10]=4)=[N:16]3)=[CH:21][CH:22]=2)=[CH:25][CH:26]=1)(=[O:34])=[O:33] |f:4.5|. Reported procedure: Into an 8-dram vial, 5-{2-[4-(4-Methyl-piperazin-1-yl)-phenylamino]-pyrrolo[2,1-f][1,2,4]triazin-7-yl}-furan-2-carbaldehyde (97.57 mg, 0.2424 mmol), 2-Methanesulfonyl-ethylamine; hydrochloride (0.2322 g, 1.454 mmol), 1,2-Dichloroethane (15.0 mL), and Acetic acid (100.0 uL, 1.759 mmol) were added and heated at 45° C. overnight. Sodium triacetoxyborohydride (0.1541 g, 0.7273 mmol) was added. The reaction mixture was stirred at room temperature for 3 hours. The reaction was partitioned with saturat...